From a dataset of the Open Reaction Database (ORD), a public repository of structured organic reaction records. describe an organic reaction: reactants, conditions, products, and yield Starting materials: Cc1cc(OCc2ccccc2)cc(C)c1C(=O)O, ClCCl, O=C(Cl)C(=O)Cl. Product: Cc1cc(OCc2ccccc2)cc(C)c1C(=O)Cl. As a reaction SMILES: [CH2:1]([c:2]1[cH:3][cH:4][cH:5][cH:6][cH:7]1)[O:8][c:9]1[cH:10][c:11]([CH3:19])[c:12]([C:13](=[O:14])[OH:15])[c:16]([CH3:18])[cH:17]1.[CH2:26]([Cl:27])[Cl:28].[Cl:20][C:21]([C:22]([Cl:23])=[O:24])=[O:25]>>[CH2:1]([c:2]1[cH:3][cH:4][cH:5][cH:6][cH:7]1)[O:8][c:9]1[cH:10][c:11]([CH3:19])[c:12]([C:13](=[O:14])[Cl:20])[c:16]([CH3:18])[cH:17]1. Starting materials: BrC=1C(=CC2=C(C=3N(C4CC2C4)C(=C(N3)C(=O)N)C3CC3)C1)F (10-bromo-3-cyclopropyl-9-fluoro-6,7-dihydro-5H-5,7-methanobenzo[c]imidazo[1,2-a]azepine-2-carboxamide), COCC(C#C)(O)C (1-methoxy-2-methylbut-3-yn-2-ol). Product: C1(CC1)C1=C(N=C2N1C1CC(C3=C2C=C(C(=C3)F)C#CC(COC)(C)O)C1)C(=O)N ((±)-3-cyclopropyl-9-fluoro-10-(3-hydroxy-4-methoxy-3-methylbut-1-yn-1-yl)-6,7-dihydro-5H-5,7-methanobenzo[c]imidazo[1,2-a]azepine-2-carboxamide). RXN SMILES: Br[C:2]1[C:3]([F:23])=[CH:4][C:5]2[CH:11]3[CH2:12][CH:9]([CH2:10]3)[N:8]3[C:13]([CH:19]4[CH2:21][CH2:20]4)=[C:14]([C:16]([NH2:18])=[O:17])[N:15]=[C:7]3[C:6]=2[CH:22]=1.[CH3:24][O:25][CH2:26][C:27]([CH3:31])([OH:30])[C:28]#[CH:29]>>[CH:19]1([C:13]2[N:8]3[CH:9]4[CH2:10][CH:11]([C:5]5[CH:4]=[C:3]([F:23])[C:2]([C:29]#[C:28][C:27]([OH:30])([CH3:31])[CH2:26][O:25][CH3:24])=[CH:22][C:6]=5[C:7]3=[N:15][C:14]=2[C:16]([NH2:18])=[O:17])[CH2:12]4)[CH2:20][CH2:21]1. Procedure details: Similar to as described in General Procedure G, 10-bromo-3-cyclopropyl-9-fluoro-6,7-dihydro-5H-5,7-methanobenzo[c]imidazo[1,2-a]azepine-2-carboxamide was reacted with 1-methoxy-2-methylbut-3-yn-2-ol to give the titled compound. MS+410.2. 1H NMR (400 MHz, DMSO) δ 8.66 (d, J=7.5 Hz, 1H), 7.47 (br s, 1H), 7.25 (d, J=10.1 Hz, 1H), 6.98 (br s, 1H), 5.68 (s, 1H), 5.26 (m, 1H), 3.68 (m, 1H), 3.39 (m, 2H), 3.37 (s, 3H), 3.14 (m, 2H), 1.81-1.59 (overlapping m, 3H), 1.45 (s, 3H), 0.99 (m, 2H), 0.67 (m, 2H... Reactants: FC(OC1=CC=C(C=C1)N1N=C(N=C1)C1=CC=C(CC2(CC2)N)C=C1)(F)F (1-(4-(1-(4-(trifluoromethoxy)phenyl)-1H-1,2,4-triazol-3-yl)benzyl)cyclopropanamine), [N+](=O)([O-])C1=CC=C(C=C1)C1C(N(/C(/S1)=N/C([O-])=O)C1=C(C=CC(=C1)C)C(C)C)=O ((Z)-4-nitrophenyl(3-(2-isopropyl-5-methylphenyl)-4-oxothiazolidin-2-ylidene)carbamate). The product is C(C)(C)C1=C(C=C(C=C1)C)N1/C(/SCC1=O)=N/C(=O)NC1(CC1)CC1=CC=C(C=C1)C1=NN(C=N1)C1=CC=C(C=C1)OC(F)(F)F ((Z)-1-(3-(2-isopropyl-5-methylphenyl)-4-oxothiazolidin-2-ylidene)-3-(1-(4-(1-(4-(trifluoromethoxy)phenyl)-1H-1,2,4-triazol-3-yl)benzyl)cyclopropyl)urea), oil. The yield is 37.0%. RXN SMILES: [F:1][C:2]([F:27])([F:26])[O:3][C:4]1[CH:9]=[CH:8][C:7]([N:10]2[CH:14]=[N:13][C:12]([C:15]3[CH:25]=[CH:24][C:18]([CH2:19][C:20]4([NH2:23])[CH2:22][CH2:21]4)=[CH:17][CH:16]=3)=[N:11]2)=[CH:6][CH:5]=1.[N+](C1C=CC([CH:37]2[S:41]/[C:40](=[N:42]\[C:43](=O)[O-:44])/[N:39]([C:46]3[CH:51]=[C:50]([CH3:52])[CH:49]=[CH:48][C:47]=3[CH:53]([CH3:55])[CH3:54])[C:38]2=[O:56])=CC=1)([O-])=O>>[CH:53]([C:47]1[CH:48]=[CH:49][C:50]([CH3:52])=[CH:51][C:46]=1[N:39]1[C:38](=[O:56])[CH2:37][S:41]/[C:40]/1=[N:42]\[C:43]([NH:23][C:20]1([CH2:19][C:18]2[CH:24]=[CH:25][C:15]([C:12]3[N:13]=[CH:14][N:10]([C:7]4[CH:6]=[CH:5][C:4]([O:3][C:2]([F:1])([F:26])[F:27])=[CH:9][CH:8]=4)[N:11]=3)=[CH:16][CH:17]=2)[CH2:21][CH2:22]1)=[O:44])([CH3:55])[CH3:54]. Reported procedure: The title compound was prepared as described in Example 95 using 1-(4-(1-(4-(trifluoromethoxy)phenyl)-1H-1,2,4-triazol-3-yl)benzyl)cyclopropanamine (CB30) and (Z)-4-nitrophenyl(3-(2-isopropyl-5-methylphenyl)-4-oxothiazolidin-2-ylidene)carbamate (CA50), purified by flash column chromatography using 0-100% ethyl acetate/B, where B=1:1 dichloromethane/hexanes, as eluent and isolated as red oil (0.104 g, 37%). The reactants are CN1C(=NC(=CC1=O)N1CCOCC1)CC(=O)[O-].[Na+] (sodium [1-methyl-4-(morpholin-4-yl)-6-oxo-1,6-dihydropyrimidin-2-yl]acetate), FC1=C2CC(NC2=CC=C1)C ((−)-4-fluoro-2-methyl-2,3-dihydro-1H-indole), Cl.CN(CCCN=C=NCC)C (N-[3-(dimethylamino)propyl]-N′-ethylcarbodiimide hydrochloride). Solvent: N1=CC=CC=C1 (pyridine), CN(C=O)C (N,N-dimethylformamide). The product is FC1=C2CC(N(C2=CC=C1)C(CC1=NC(=CC(N1)=O)N1CCOCC1)=O)C ((+)-2-{2-[4-fluoro-2-methyl-2,3-dihydro-1H-indol-1-yl]-2-oxoethyl}-6-(morpholin-4-yl)pyrimidin-4(3H)-one). The yield is 29.2%. As a reaction SMILES: C[N:2]1[C:7](=[O:8])[CH:6]=[C:5]([N:9]2[CH2:14][CH2:13][O:12][CH2:11][CH2:10]2)[N:4]=[C:3]1[CH2:15][C:16]([O-:18])=O.[Na+].[F:20][C:21]1[CH:29]=[CH:28][CH:27]=[C:26]2[C:22]=1[CH2:23][CH:24]([CH3:30])[NH:25]2.Cl.CN(C)CCCN=C=NCC>N1C=CC=CC=1.CN(C)C=O>[F:20][C:21]1[CH:29]=[CH:28][CH:27]=[C:26]2[C:22]=1[CH2:23][CH:24]([CH3:30])[N:25]2[C:16](=[O:18])[CH2:15][C:3]1[NH:2][C:7](=[O:8])[CH:6]=[C:5]([N:9]2[CH2:10][CH2:11][O:12][CH2:13][CH2:14]2)[N:4]=1 |f:0.1,3.4|. Procedure details: The product is prepared by following the procedure described in example 29c using 0.22 g of sodium [1-methyl-4-(morpholin-4-yl)-6-oxo-1,6-dihydropyrimidin-2-yl]acetate (prepared in step 2c of example 4c), 0.11 g of (−)-4-fluoro-2-methyl-2,3-dihydro-1H-indole [reference example 8c, step 6c], and 0.19 g of N-[3-(dimethylamino)propyl]-N′-ethylcarbodiimide hydrochloride in a mixture of 120 μl of pyridine and 3.0 ml of N,N-dimethylformamide. 79 mg of (+)-2-{2-[4-fluoro-2-methyl-2,3-dihydro-1H-indol-1... The reactants are [Br-], CC(C)(C)[Si](C)(C)Oc1cccc2[nH]ccc12, CCCC[N+](CCCC)(CCCC)CCCC, CCOCC, O=C(Cl)OCc1ccccc1, ClCCl, NCCN, [Na+], [OH-], O. Product: CC(C)(C)[Si](C)(C)Oc1cccc2c1ccn2C(=O)OCc1ccccc1. RXN SMILES: [Br-:35].[C:1]([CH3:2])([CH3:3])([CH3:4])[Si:5]([O:6][c:7]1[c:8]2[cH:9][cH:10][nH:11][c:12]2[cH:13][cH:14][cH:15]1)([CH3:16])[CH3:17].[CH3:36][CH2:37][CH2:38][CH2:39][N+:40]([CH2:41][CH2:42][CH2:43][CH3:44])([CH2:45][CH2:46][CH2:47][CH3:48])[CH2:49][CH2:50][CH2:51][CH3:52].[CH3:57][CH2:58][O:59][CH2:60][CH3:61].[Cl:20][C:21](=[O:22])[O:23][CH2:24][c:25]1[cH:26][cH:27][cH:28][cH:29][cH:30]1.[Cl:53][CH2:54][Cl:55].[NH2:31][CH2:32][CH2:33][NH2:34].[Na+:19].[OH-:18].[OH2:56]>>[C:1]([CH3:2])([CH3:3])([CH3:4])[Si:5]([O:6][c:7]1[c:8]2[cH:9][cH:10][n:11]([C:21](=[O:22])[O:23][CH2:24][c:25]3[cH:26][cH:27][cH:28][cH:29][cH:30]3)[c:12]2[cH:13][cH:14][cH:15]1)([CH3:16])[CH3:17].